Dataset: the Open Reaction Database (ORD), a public repository of structured organic reaction records. Task: describe an organic reaction: reactants, conditions, products, and yield Starting materials: CCOC(=O)CC(=O)Nc1nc(-c2ccccc2)ns1, CO, [Li+], [OH-], O, O. Yields the product O=C(O)CC(=O)Nc1nc(-c2ccccc2)ns1. RXN SMILES: [CH2:1]([CH3:2])[O:3][C:4]([CH2:5][C:6](=[O:7])[NH:8][c:9]1[n:10][c:11](-[c:14]2[cH:15][cH:16][cH:17][cH:18][cH:19]2)[n:12][s:13]1)=[O:20].[CH3:24][OH:25].[Li+:22].[OH-:21].[OH2:23].[OH2:26]>>[O:3]=[C:4]([CH2:5][C:6](=[O:7])[NH:8][c:9]1[n:10][c:11](-[c:14]2[cH:15][cH:16][cH:17][cH:18][cH:19]2)[n:12][s:13]1)[OH:20]. The reactants are NC1=C(C(=NC(=N1)C1CC1)C(=O)OCC)Br (Ethyl 6-amino-5-bromo-2-cyclopropylpyrimidine-4-carboxylate), C[Si](\C=C\[Sn](CCCC)(CCCC)CCCC)(C)C ((E)-trimethyl(2(tributylstannyl)vinyl)silane). Reagents/catalysts: [Pd].C1(=CC=CC=C1)P(C1=CC=CC=C1)C1=CC=CC=C1.C1(=CC=CC=C1)P(C1=CC=CC=C1)C1=CC=CC=C1.C1(=CC=CC=C1)P(C1=CC=CC=C1)C1=CC=CC=C1.C1(=CC=CC=C1)P(C1=CC=CC=C1)C1=CC=CC=C1 (tetrakis (triphenylphosphine) palladium(0)). The solvent is C(C)(=O)OCC (ethyl acetate), O (water), O1CCOCC1 (dioxane). Conditions: temperature 120 celsius. Yields the product NC1=C(C(=NC(=N1)C1CC1)C(=O)OCC)\C=C\[Si](C)(C)C ((E)-ethyl 6-amino-2-cyclopropyl-5-(2-(trimethylsilyl)vinyl)pyrimidine-4-carboxylate). Isolated yield 57.2%. RXN SMILES: [NH2:1][C:2]1[N:7]=[C:6]([CH:8]2[CH2:10][CH2:9]2)[N:5]=[C:4]([C:11]([O:13][CH2:14][CH3:15])=[O:12])[C:3]=1Br.[CH3:17][Si:18]([CH3:35])([CH3:34])/[CH:19]=[CH:20]/[Sn](CCCC)(CCCC)CCCC>O1CCOCC1.C(OCC)(=O)C.O.[Pd].C1(P(C2C=CC=CC=2)C2C=CC=CC=2)C=CC=CC=1.C1(P(C2C=CC=CC=2)C2C=CC=CC=2)C=CC=CC=1.C1(P(C2C=CC=CC=2)C2C=CC=CC=2)C=CC=CC=1.C1(P(C2C=CC=CC=2)C2C=CC=CC=2)C=CC=CC=1>[NH2:1][C:2]1[N:7]=[C:6]([CH:8]2[CH2:10][CH2:9]2)[N:5]=[C:4]([C:11]([O:13][CH2:14][CH3:15])=[O:12])[C:3]=1/[CH:20]=[CH:19]/[Si:18]([CH3:35])([CH3:34])[CH3:17] |f:5.6.7.8.9|. Procedure: Ethyl 6-amino-5-bromo-2-cyclopropylpyrimidine-4-carboxylate (0.5 g, 1.747 mmol, see WO 2005063721 for preparation) and tetrakis (triphenylphosphine) palladium(0) (0.214 g, 0.185 mmol) were added to a 20 mL Biotage microwave reaction vessel. The vessel was sealed and purged with nitrogen gas. (E)-trimethyl(2(tributylstannyl)vinyl)silane (0.96 g, 2.466 mmol) in dioxane (8.74 ml) was added and the reaction mixture was heated at 120° C. for 6 h. The cooled reaction mixture was diluted with ethyl ace... The reactants are CO, [H][H], Cc1c(C(=O)OCc2ccccc2)c(=O)n(-c2ccccc2)n1CC(C)(C)O. Yields the product Cc1c(C(=O)O)c(=O)n(-c2ccccc2)n1CC(C)(C)O. RXN SMILES: [CH3:31][OH:32].[H:29][H:30].[OH:1][C:2]([CH2:3][n:4]1[n:5](-[c:21]2[cH:22][cH:23][cH:24][cH:25][cH:26]2)[c:6](=[O:20])[c:7]([C:10](=[O:11])[O:12][CH2:13][c:14]2[cH:15][cH:16][cH:17][cH:18][cH:19]2)[c:8]1[CH3:9])([CH3:27])[CH3:28]>>[OH:1][C:2]([CH2:3][n:4]1[n:5](-[c:21]2[cH:22][cH:23][cH:24][cH:25][cH:26]2)[c:6](=[O:20])[c:7]([C:10](=[O:11])[OH:12])[c:8]1[CH3:9])([CH3:27])[CH3:28]. The reactants are CC[Mg+], CC1(C)C2CCC(C2)C1C=O, [Cl-], [Cl-], [NH4+], C1CCOC1. Product: CCC(O)C1C2CCC(C2)C1(C)C. RXN SMILES: [CH2:2]([CH3:3])[Mg+:4].[CH3:5][C:6]1([CH3:15])[CH:7]([CH:13]=[O:14])[CH:8]2[CH2:9][CH2:10][CH:11]1[CH2:12]2.[Cl-:16].[Cl-:1].[NH4+:17].[O:18]1[CH2:19][CH2:20][CH2:21][CH2:22]1>>[CH2:2]([CH3:3])[CH:13]([CH:7]1[C:6]([CH3:5])([CH3:15])[CH:11]2[CH2:10][CH2:9][CH:8]1[CH2:12]2)[OH:14]. The product is NC1C2CC3CC1CC(O)(C3)C2. The reactants are NC1C2CC3CC(C2)CC1C3, O=[N+]([O-])O, O=S(=O)(O)O. As a reaction SMILES: [NH2:1][CH:2]1[CH:3]2[CH2:4][CH:5]3[CH2:6][CH:7]([CH2:8][CH:9]1[CH2:10]3)[CH2:11]2.[OH:12][N+:13](=[O:14])[O-:15].[S:16](=[O:17])(=[O:18])([OH:19])[OH:20]>>[NH2:1][CH:2]1[CH:3]2[CH2:4][C:5]3([OH:12])[CH2:6][CH:7]([CH2:8][CH:9]1[CH2:10]3)[CH2:11]2. Starting materials: C1CCOC1, CO, [Li+], [OH-], O, O=C(O)CC(O)(CC(=O)O)C(=O)O, COC(=O)c1ccc(Oc2ccccn2)cc1. Yields the product O=C(O)c1ccc(Oc2ccccn2)cc1. Reaction SMILES: [CH2:20]1[O:21][CH2:22][CH2:23][CH2:24]1.[CH3:39][OH:40].[Li+:19].[OH-:18].[OH2:38].[OH:25][C:26]([CH2:27][C:28]([C:29](=[O:30])[OH:31])([CH2:32][C:33](=[O:34])[OH:35])[OH:36])=[O:37].[n:1]1[c:2]([O:7][c:8]2[cH:9][cH:10][c:11]([C:12](=[O:13])[O:14][CH3:15])[cH:16][cH:17]2)[cH:3][cH:4][cH:5][cH:6]1>>[n:1]1[c:2]([O:7][c:8]2[cH:9][cH:10][c:11]([C:12](=[O:13])[OH:14])[cH:16][cH:17]2)[cH:3][cH:4][cH:5][cH:6]1.